Dataset: the Open Reaction Database (ORD), a public repository of structured organic reaction records. Task: describe an organic reaction: reactants, conditions, products, and yield The reactants are CO, COC(=O)C(C)(C)Sc1cccc(OCc2ccc(-c3ccc([N+](=O)[O-])cc3)o2)c1, [Na+], [OH-]. Yields the product CC(C)(Sc1cccc(OCc2ccc(-c3ccc([N+](=O)[O-])cc3)o2)c1)C(=O)O. Reaction SMILES: [CH3:33][OH:34].[N+:1](=[O:2])([O-:3])[c:4]1[cH:5][cH:6][c:7](-[c:10]2[cH:11][cH:12][c:13]([CH2:14][O:15][c:16]3[cH:17][c:18]([S:22][C:23]([C:24](=[O:25])[O:26][CH3:27])([CH3:28])[CH3:29])[cH:19][cH:20][cH:21]3)[o:30]2)[cH:8][cH:9]1.[Na+:32].[OH-:31]>>[N+:1](=[O:2])([O-:3])[c:4]1[cH:5][cH:6][c:7](-[c:10]2[cH:11][cH:12][c:13]([CH2:14][O:15][c:16]3[cH:17][c:18]([S:22][C:23]([C:24](=[O:25])[OH:26])([CH3:28])[CH3:29])[cH:19][cH:20][cH:21]3)[o:30]2)[cH:8][cH:9]1. Starting materials: CC(=O)Cl, O=C(NCC1CCNCC1)c1c[nH]c2c(-c3c(OCC4CC4)ccc4c3OCO4)ncnc12. Yields the product CC(=O)N1CCC(CNC(=O)c2c[nH]c3c(-c4c(OCC5CC5)ccc5c4OCO5)ncnc23)CC1. RXN SMILES: [CH3:34][C:35]([Cl:36])=[O:37].[NH:1]1[CH2:2][CH2:3][CH:4]([CH2:7][NH:8][C:9](=[O:10])[c:11]2[cH:12][nH:13][c:14]3[c:15]2[n:16][cH:17][n:18][c:19]3-[c:20]2[c:21]([O:29][CH2:30][CH:31]3[CH2:32][CH2:33]3)[cH:22][cH:23][c:24]3[c:28]2[O:27][CH2:26][O:25]3)[CH2:5][CH2:6]1>>[N:1]1([C:35]([CH3:34])=[O:37])[CH2:2][CH2:3][CH:4]([CH2:7][NH:8][C:9](=[O:10])[c:11]2[cH:12][nH:13][c:14]3[c:15]2[n:16][cH:17][n:18][c:19]3-[c:20]2[c:21]([O:29][CH2:30][CH:31]3[CH2:32][CH2:33]3)[cH:22][cH:23][c:24]3[c:28]2[O:27][CH2:26][O:25]3)[CH2:5][CH2:6]1. Starting materials: CI (methyl iodide), BrC=1C=CC2=C(C(CC(CO2)(C)C)(O)C2=NC=CC=C2)C1 (7-bromo-3,3-dimethyl-5-(2-pyridyl)-benzoxepin-5-ol), [H-].[Na+] (sodium hydride). The solvent is CN(C)C=O (DMF), CN(C)C=O (DMF), CN(C)C=O (DMF). Conditions: temperature 80 celsius, time 1 hour. The product is BrC=1C=CC2=C(C(CC(CO2)(C)C)(C2=NC=CC=C2)OC)C1 (7-Bromo-5-methoxy-3,3-dimethyl-5-(2-pyridyl)-1-benzoxepine). Reaction SMILES: [Br:1][C:2]1[CH:3]=[CH:4][C:5]2[O:11][CH2:10][C:9]([CH3:13])([CH3:12])[CH2:8][C:7]([C:15]3[CH:20]=[CH:19][CH:18]=[CH:17][N:16]=3)([OH:14])[C:6]=2[CH:21]=1.[H-].[Na+].[CH3:24]I>CN(C=O)C>[Br:1][C:2]1[CH:3]=[CH:4][C:5]2[O:11][CH2:10][C:9]([CH3:13])([CH3:12])[CH2:8][C:7]([O:14][CH3:24])([C:15]3[CH:20]=[CH:19][CH:18]=[CH:17][N:16]=3)[C:6]=2[CH:21]=1 |f:1.2|. Reported procedure: A solution of 7-bromo-3,3-dimethyl-5-(2-pyridyl)-benzoxepin-5-ol (5 g, 0.014 mol) in anhydrous DMF (50 ml) is added dropwise to a suspension of sodium hydride (50% dispersed in oil, 0.8 g, 0.0168 mol) in anhydrous DMF (25 ml), the temperature rises to 88° C., stirring is continued for 1 hour and the reaction mixture is maintained at 80° C. A solution of methyl iodide (1.9 g, 0.014 mol) in anhydrous DMF (10 ml) is then added dropwise at 25° C. The reactants are CC(C)(C)[Si](OCCc1ccccc1N)(c1ccccc1)c1ccccc1, ClCCl, O=C(O)c1cccnc1F, O=S(Cl)Cl. Yields the product CC(C)(C)[Si](OCCc1ccccc1NC(=O)c1cccnc1F)(c1ccccc1)c1ccccc1. Reaction SMILES: [C:11]([CH3:12])([CH3:13])([CH3:14])[Si:15]([O:16][CH2:17][CH2:18][c:19]1[c:20]([NH2:21])[cH:22][cH:23][cH:24][cH:25]1)([c:26]1[cH:27][cH:28][cH:29][cH:30][cH:31]1)[c:32]1[cH:33][cH:34][cH:35][cH:36][cH:37]1.[Cl:42][CH2:43][Cl:44].[F:1][c:2]1[c:3]([C:4](=[O:5])[OH:6])[cH:7][cH:8][cH:9][n:10]1.[S:38]([Cl:39])([Cl:40])=[O:41]>>[F:1][c:2]1[c:3]([C:4](=[O:6])[NH:21][c:20]2[c:19]([CH2:18][CH2:17][O:16][Si:15]([C:11]([CH3:12])([CH3:13])[CH3:14])([c:26]3[cH:27][cH:28][cH:29][cH:30][cH:31]3)[c:32]3[cH:33][cH:34][cH:35][cH:36][cH:37]3)[cH:25][cH:24][cH:23][cH:22]2)[cH:7][cH:8][cH:9][n:10]1. The product is Cc1c(C)c2c(c(C)c1NC(=O)c1ccccc1)C(c1ccc(C(C)C)cc1)C(C)(C)O2. RXN SMILES: [C:25]([c:26]1[cH:27][cH:28][cH:29][cH:30][cH:31]1)(=[O:32])[Cl:33].[C:40]([O:41][CH2:42][CH3:43])(=[O:44])[CH3:45].[CH3:34][CH2:35][CH2:36][CH2:37][CH2:38][CH3:39].[CH:1]([CH3:2])([CH3:3])[c:4]1[cH:5][cH:6][c:7]([CH:10]2[C:11]([CH3:23])([CH3:24])[O:12][c:13]3[c:14]2[c:15]([CH3:22])[c:16]([NH2:21])[c:17]([CH3:20])[c:18]3[CH3:19])[cH:8][cH:9]1>>[CH:1]([CH3:2])([CH3:3])[c:4]1[cH:5][cH:6][c:7]([CH:10]2[C:11]([CH3:23])([CH3:24])[O:12][c:13]3[c:14]2[c:15]([CH3:22])[c:16]([NH:21][C:25]([c:26]2[cH:27][cH:28][cH:29][cH:30][cH:31]2)=[O:32])[c:17]([CH3:20])[c:18]3[CH3:19])[cH:8][cH:9]1. The reactants are O=C(Cl)c1ccccc1, CCOC(C)=O, CCCCCC, Cc1c(C)c2c(c(C)c1N)C(c1ccc(C(C)C)cc1)C(C)(C)O2. Starting materials: C1(CC1)CN1C(N(C(C=2C1=NNC2)=O)C)=O (7-(Cyclopropylmethyl)-5-methyl-2H-pyrazolo[3,4-d]pyrimidine-4,6(5H,7H)-dione), BrN1C(CCC1=O)=O (N-bromosuccinimide), O (Water). Reagents/catalysts: CC(C)(C#N)N=NC(C)(C)C#N (AIBN). The solvent is ClCCCl (1,2-dichloroethane). The product is BrC=1NN=C2N(C(N(C(C21)=O)C)=O)CC2CC2 (3-Bromo-7-(cyclopropylmethyl)-5-methyl-2H-pyrazolo[3,4-d]pyrimidine-4,6(5H,7H)-dione). The yield is 82.2%. Reaction SMILES: [CH:1]1([CH2:4][N:5]2[C:10]3=[N:11][NH:12][CH:13]=[C:9]3[C:8](=[O:14])[N:7]([CH3:15])[C:6]2=[O:16])[CH2:3][CH2:2]1.[Br:17]N1C(=O)CCC1=O.O>ClCCCl.CC(N=NC(C#N)(C)C)(C#N)C>[Br:17][C:13]1[NH:12][N:11]=[C:10]2[C:9]=1[C:8](=[O:14])[N:7]([CH3:15])[C:6](=[O:16])[N:5]2[CH2:4][CH:1]1[CH2:2][CH2:3]1. Reported procedure: 7-(Cyclopropylmethyl)-5-methyl-2H-pyrazolo[3,4-d]pyrimidine-4,6(5H,7H)-dione (6.0 g), N-bromosuccinimide (7.8 g), and 100 mg of AIBN was taken up in 50 mL of 1,2-dichloroethane. The heterogeneous mixture was brought to reflux overnight. Water (100 mL) was added to the solution and separated. The organic layer was dried over sodium sulfate, filtered and removed under reduced pressure to give a yellow solid. The compound was flashed through a plug of silica gel, gave 6.7 g of white powder.